This data is from the Open Reaction Database (ORD), a public repository of structured organic reaction records. The task is: describe an organic reaction: reactants, conditions, products, and yield The reactants are C[O-].[Na+] (sodium methoxide), Cl.CNC (Dimethylamine hydrochloride), C(=O)C1CCSC=2N(C3=CC=CC=C3C21)C2=CC=CC=C2 (4-Formyl-9-phenyl-2,3,4,9-tetrahydrothiopyrano[2,3-b]indole). Solvent: CO (methanol), O1CCCC1 (tetrahydrofuran), C(#N)[BH3-].[Na+] (sodium cyanoborohydride). Run at time 8 hour. Yields the product CN(C)CC1CCSC=2N(C3=CC=CC=C3C21)C2=CC=CC=C2 (4-Dimethylaminomethyl-9-phenyl-2,3,4,9-tetrahydrothiopyrano[2,3-b]indole). Isolated yield 91.0%. RXN SMILES: Cl.[CH3:2][NH:3][CH3:4].C[O-].[Na+].[CH:8]([CH:10]1[C:22]2[C:21]3[C:16](=[CH:17][CH:18]=[CH:19][CH:20]=3)[N:15]([C:23]3[CH:28]=[CH:27][CH:26]=[CH:25][CH:24]=3)[C:14]=2[S:13][CH2:12][CH2:11]1)=O>CO.O1CCCC1.C([BH3-])#N.[Na+]>[CH3:2][N:3]([CH2:8][CH:10]1[C:22]2[C:21]3[C:16](=[CH:17][CH:18]=[CH:19][CH:20]=3)[N:15]([C:23]3[CH:28]=[CH:27][CH:26]=[CH:25][CH:24]=3)[C:14]=2[S:13][CH2:12][CH2:11]1)[CH3:4] |f:0.1,2.3,7.8|. Procedure details: Dimethylamine hydrochloride (1.74 g) is dissolved in absolute methanol (18 ml) and sodium methoxide (813 mg) is added thereto. To the solution are added a solution of the product of the above (1), (1.1 g) in tetrahydrofuran (10 ml) and sodium cyanoborohydride (1 g). The mixture is stirred at room temperature overnight and evaporated after addition of an aqueous solution (4 ml) of sodium hydroxide. The residue is extracted with ether after addition of water and a 10% aqueous solution of sodium hy... Reactants: O (Water), COC1=C(C=C(C=C1)C=1OCC(N1)(C)C)OCCCCC (2-(4-Methoxy-3-pentyloxyphenyl)-4,4-dimethyl-4,5-dihydrooxazole), C1CO1 (Ethylene oxide), C(CCC)[Li] (n-butyllithium). Solvent: C(OC)COC (dimethoxyethane). Conditions: temperature -60 celsius. The product is CC1(N=C(OC1)C1=CC=C(C(=C1C(C)O)OCCCCC)OC)C ([6-(4,4-dimethyl-4,5-dihydrooxazol-2-yl)-3-methoxy-2-pentyloxyphenyl]ethanol). The yield is 38.2%. Reaction SMILES: [CH3:1][O:2][C:3]1[CH:8]=[CH:7][C:6]([C:9]2[O:10][CH2:11][C:12]([CH3:15])([CH3:14])[N:13]=2)=[CH:5][C:4]=1[O:16][CH2:17][CH2:18][CH2:19][CH2:20][CH3:21].C([Li])CCC.[CH2:27]1[O:29][CH2:28]1.O>C(COC)OC>[CH3:14][C:12]1([CH3:15])[CH2:11][O:10][C:9]([C:6]2[C:5]([CH:28]([OH:29])[CH3:27])=[C:4]([O:16][CH2:17][CH2:18][CH2:19][CH2:20][CH3:21])[C:3]([O:2][CH3:1])=[CH:8][CH:7]=2)=[N:13]1. Procedure: 2-(4-Methoxy-3-pentyloxyphenyl)-4,4-dimethyl-4,5-dihydrooxazole (373 mg, 1.28 mmol, 1 eq) was dissolved in dimethoxyethane (7 ml). The solution was cooled to -60° C., and n-butyllithium (1.6M hexane solution)(1.76 ml, 2.82 mmol, 2.2 eq) was added dropwise. The mixture was stirred at said temperature for 1.5 hours. Ethylene oxide was added dropwise, and the mixture was stirred for 1.0 hour. The mixture was heated to room temperature, and further stirred for 2 hours. Water (50 ml) was added to the...